From a dataset of the Open Reaction Database (ORD), a public repository of structured organic reaction records. describe an organic reaction: reactants, conditions, products, and yield The reactants are BrC1=CC=C(C=C1)NC1=C(CCC1)C#N (2-(4'Bromophenyl) amino-cyclopentene-1-carbonitrile). Reagents/catalysts: [Ti](Cl)(Cl)(Cl)Cl (titanium tetrachloride). Solvent: [OH-].[Na+] (sodium hydroxide). Run at temperature 140 celsius. Yields the product NC1=C2C(=NC=3C=CC(=CC13)Br)CCC2 (9-Amino-7-bromo-2,3-dihydro-1H-cyclopenta-[1,2-b] quinoline). Reaction SMILES: [Br:1][C:2]1[CH:7]=[CH:6][C:5]([NH:8][C:9]2[CH2:13][CH2:12][CH2:11][C:10]=2[C:14]#[N:15])=[CH:4][CH:3]=1>[Ti](Cl)(Cl)(Cl)Cl.[OH-].[Na+]>[NH2:15][C:14]1[C:4]2[CH:3]=[C:2]([Br:1])[CH:7]=[CH:6][C:5]=2[N:8]=[C:9]2[CH2:13][CH2:12][CH2:11][C:10]=12 |f:2.3|. Procedure: Under nitrogen, titanium tetrachloride (1.2 ml, 11 mmol) was added to the above enamine (Example 22) (2.6 g, 20 mmol) and the stirred mixture was heated at 140° C. for 1 hour. After cooling, 10M-sodium hydroxide solution (20 ml) was added and the mixture heated under reflux for 1 hour. After being allowed to cool, this mixture was filtered and the solids washed with dichloromethane. Any organics in the filtrate were also extracted into dichloromethane. All extracts were combined, dried (Na2SO4),...